From a dataset of the Open Reaction Database (ORD), a public repository of structured organic reaction records. describe an organic reaction: reactants, conditions, products, and yield Reactants: ClC1=CC(=NC2=CC=CC=C12)C=1C=C(C=CC1)C (4-chloro-2-m-tolyl-quinoline), NCC(CO)O ((RS)-3-amino-1,2-propandiol). Yields the product Cl.C1(=CC(=CC=C1)C1=NC2=CC=CC=C2C(=C1)NCC(CO)O)C ((RS)-3-(2-m-Tolyl-quinolin-4-ylamino)-propane-1,2-diol hydrochloride). Reaction SMILES: [Cl:1][C:2]1[C:11]2[C:6](=[CH:7][CH:8]=[CH:9][CH:10]=2)[N:5]=[C:4]([C:12]2[CH:13]=[C:14]([CH3:18])[CH:15]=[CH:16][CH:17]=2)[CH:3]=1.[NH2:19][CH2:20][CH:21]([OH:24])[CH2:22][OH:23]>>[ClH:1].[C:14]1([CH3:18])[CH:15]=[CH:16][CH:17]=[C:12]([C:4]2[CH:3]=[C:2]([NH:19][CH2:20][CH:21]([OH:24])[CH2:22][OH:23])[C:11]3[C:6](=[CH:7][CH:8]=[CH:9][CH:10]=3)[N:5]=2)[CH:13]=1 |f:2.3|. Reported procedure: The title compound, m.p. 208-215° C., and MS: m/e=309.2 (M+H+), was prepared from 4-chloro-2-m-tolyl-quinoline and (RS)-3-amino-1,2-propandiol. Reactants: C1CCOC1, COC(=O)CCc1ccc(S(=O)(=O)Nc2ccc(C(=O)NN=C3C(=O)Nc4ccc(I)cc43)cc2)cc1, [Na+], [OH-], O. Yields the product O=C(O)CCc1ccc(S(=O)(=O)Nc2ccc(C(=O)NN=C3C(=O)Nc4ccc(I)cc43)cc2)cc1. Reaction SMILES: [CH2:40]1[O:41][CH2:42][CH2:43][CH2:44]1.[I:1][c:2]1[cH:3][c:4]2[c:8]([cH:9][cH:10]1)[NH:7][C:6](=[O:11])[C:5]2=[N:12][NH:13][C:14](=[O:15])[c:16]1[cH:17][cH:18][c:19]([NH:22][S:23](=[O:24])(=[O:25])[c:26]2[cH:27][cH:28][c:29]([CH2:32][CH2:33][C:34](=[O:35])[O:36][CH3:37])[cH:30][cH:31]2)[cH:20][cH:21]1.[Na+:39].[OH-:38].[OH2:45]>>[I:1][c:2]1[cH:3][c:4]2[c:8]([cH:9][cH:10]1)[NH:7][C:6](=[O:11])[C:5]2=[N:12][NH:13][C:14](=[O:15])[c:16]1[cH:17][cH:18][c:19]([NH:22][S:23](=[O:24])(=[O:25])[c:26]2[cH:27][cH:28][c:29]([CH2:32][CH2:33][C:34](=[O:35])[OH:36])[cH:30][cH:31]2)[cH:20][cH:21]1. Reactants: CCNCC, CCC=CCCOC(=O)Cl, CCOCC. The product is CCC=CCCOC(=O)N(CC)CC. Reaction SMILES: [CH2:1]([CH3:2])[NH:3][CH2:4][CH3:5].[CH2:6]([CH2:7][CH:8]=[CH:9][CH2:10][CH3:11])[O:12][C:13](=[O:14])[Cl:15].[CH3:16][CH2:17][O:18][CH2:19][CH3:20]>>[CH2:1]([CH3:2])[N:3]([CH2:4][CH3:5])[C:13]([O:12][CH2:6][CH2:7][CH:8]=[CH:9][CH2:10][CH3:11])=[O:14]. Reactants: CC=C(C(=O)OCC)c1csc(NC(C)=O)n1, Cl, [Na+], [OH-], O. Yields the product CC=C(C(=O)O)c1csc(NC(C)=O)n1. RXN SMILES: [C:1]([CH3:2])(=[O:3])[NH:4][c:5]1[s:6][cH:7][c:8]([C:10]([C:11](=[O:12])[O:13][CH2:14][CH3:15])=[CH:16][CH3:17])[n:9]1.[ClH:20].[Na+:19].[OH-:18].[OH2:21]>>[C:1]([CH3:2])(=[O:3])[NH:4][c:5]1[s:6][cH:7][c:8]([C:10]([C:11](=[O:12])[OH:13])=[CH:16][CH3:17])[n:9]1. Reactants: CC(=CCCC(=O)C(Br)O[SiH](c1ccccc1)c1ccccc1)CCCC(C)CC(C)(C)C, CC(CCCC1(C)OC1CCC(=O)CBr)COCc1ccccc1. Product: CC(CCCC1(C)OC1CCC(=O)C(Br)O[SiH](c1ccccc1)c1ccccc1)CC(C)(C)C. RXN SMILES: [C:25]([CH3:26])([CH3:27])([CH3:28])[CH2:29][CH:30]([CH2:31][CH2:32][CH2:33][C:34](=[CH:35][CH2:36][CH2:37][C:38]([CH:39]([Br:40])[O:41][SiH:42]([c:43]1[cH:44][cH:45][cH:46][cH:47][cH:48]1)[c:49]1[cH:50][cH:51][cH:52][cH:53][cH:54]1)=[O:55])[CH3:56])[CH3:57].[CH2:1]([O:8][CH2:2][CH:3]([CH3:4])[CH2:5][CH2:6][CH2:7][C:9]1([CH3:10])[O:11][CH:12]1[CH2:13][CH2:14][C:15](=[O:16])[CH2:17][Br:18])[c:19]1[cH:20][cH:21][cH:22][cH:23][cH:24]1>>[O:8]1[C:34]([CH2:33][CH2:32][CH2:31][CH:30]([CH2:29][C:25]([CH3:26])([CH3:27])[CH3:28])[CH3:57])([CH3:56])[CH:35]1[CH2:36][CH2:37][C:38]([CH:39]([Br:40])[O:41][SiH:42]([c:43]1[cH:44][cH:45][cH:46][cH:47][cH:48]1)[c:49]1[cH:50][cH:51][cH:52][cH:53][cH:54]1)=[O:55]. The product is FC(C(C(F)(F)F)=C)(F)F (hexafluoroisobutylene). Reported procedure: In the form of the present invention starting from hexafluoropropylene oxide, a vapor stream of hexafluoropropylene oxide is fed at any convenient flow rate, e.g., in the range of about 0.04 to about 0.06 g-mole/hr to a reactor maintained at a temperature in the range of about 400° to about 650° C. and containing a fluorinated catalyst (hereinafter described) for a residence time sufficient to for a vapor stream comprising hexafluoroacetone which is not isolated but forwarded directly to a heati... Reactants: FC(C1(C(F)(F)O1)F)(F)F (hexafluoropropylene oxide), FC(C1(C(F)(F)O1)F)(F)F (hexafluoropropylene oxide), FC(C(=O)C(F)(F)F)(F)F (hexafluoroacetone). Reaction SMILES: F[C:2](F)(F)C1(F)OC1(F)F.[F:11][C:12]([F:20])([F:19])[C:13]([C:15]([F:18])([F:17])[F:16])=O>>[F:11][C:12]([F:20])([F:19])[C:13](=[CH2:2])[C:15]([F:18])([F:17])[F:16]. Starting materials: NN1C(C2=CC=CC=C2C(=N1)C1=CC(=C(C=C1)C)C)=O (2-amino-4-(3,4-dimethylphenyl)phthalazin-1(2H)-one), C12(CC3CC(CC(C1)C3)C2)CC(=O)Cl (2-(adamantan-1-yl)acetyl chloride). Product: C12(CC3CC(CC(C1)C3)C2)CC(=O)NN2C(C3=CC=CC=C3C(=N2)C2=CC(=C(C=C2)C)C)=O (2-(adamantan-1-yl)-N-[4-(3,4-dimethylphenyl)-1-oxophthalazin-2(1H)-yl]acetamide). Reaction SMILES: [NH2:1][N:2]1[N:11]=[C:10]([C:12]2[CH:17]=[CH:16][C:15]([CH3:18])=[C:14]([CH3:19])[CH:13]=2)[C:9]2[C:4](=[CH:5][CH:6]=[CH:7][CH:8]=2)[C:3]1=[O:20].[C:21]12([CH2:31][C:32](Cl)=[O:33])[CH2:30][CH:25]3[CH2:26][CH:27]([CH2:29][CH:23]([CH2:24]3)[CH2:22]1)[CH2:28]2>>[C:21]12([CH2:31][C:32]([NH:1][N:2]3[N:11]=[C:10]([C:12]4[CH:17]=[CH:16][C:15]([CH3:18])=[C:14]([CH3:19])[CH:13]=4)[C:9]4[C:4](=[CH:5][CH:6]=[CH:7][CH:8]=4)[C:3]3=[O:20])=[O:33])[CH2:28][CH:27]3[CH2:26][CH:25]([CH2:24][CH:23]([CH2:29]3)[CH2:22]1)[CH2:30]2. Procedure details: The product of Example 163A and 2-(adamantan-1-yl)acetyl chloride were treated using a method similar to that described in Example 1C to give the title compound. 1H NMR (400 MHz, DMSO-d6) δ ppm 11.24 (s, 1H), 8.39-8.42 (m, 1H), 7.88-8.01 (m, 2H), 7.75 (dd, J=6.9, 2.1 Hz, 1H), 7.29-7.35 (m, 3H), 3.56 (s, 1H), 2.33 (s, 2H), 2.32 (s, 3H), 2.05 (d, J=3.0 Hz, 2H), 1.93-1.97 (m, 3H), 1.54-1.72 (m, 12H); MS (APCI+) M/Z 442 (M+H)+. Reactants: COCCN, CC1(C)OC(C)(C)c2c1sc(NC(=O)c1c(F)cccc1C(F)(F)F)c2C(=O)O. Product: COCCNC(=O)c1c(NC(=O)c2c(F)cccc2C(F)(F)F)sc2c1C(C)(C)OC2(C)C. Reaction SMILES: [CH3:30][O:31][CH2:32][CH2:33][NH2:34].[F:1][c:2]1[c:3]([C:4](=[O:5])[NH:6][c:7]2[c:8]([C:19](=[O:20])[OH:21])[c:9]3[c:10]([s:18]2)[C:11]([CH3:16])([CH3:17])[O:12][C:13]3([CH3:14])[CH3:15])[c:22]([C:26]([F:27])([F:28])[F:29])[cH:23][cH:24][cH:25]1>>[F:1][c:2]1[c:3]([C:4](=[O:5])[NH:6][c:7]2[c:8]([C:19](=[O:20])[NH:34][CH2:33][CH2:32][O:31][CH3:30])[c:9]3[c:10]([s:18]2)[C:11]([CH3:16])([CH3:17])[O:12][C:13]3([CH3:14])[CH3:15])[c:22]([C:26]([F:27])([F:28])[F:29])[cH:23][cH:24][cH:25]1. Starting materials: O (water), C(=O)([O-])[O-].[K+].[K+] (K2CO3), CC1=C(C(=CC(=C1)Br)C)O (2,6-dimethyl-4-bromophenol), C(C1=CC=CC=C1)Cl (benzylchloride). Run in CN(C)C=O (DMF). Run at time 20 minute. The product is C(C1=CC=CC=C1)OC1=C(C=C(C=C1C)Br)C (2-benzyloxy-5-bromo-1,3-dimethylbenzene). As a reaction SMILES: C([O-])([O-])=O.[K+].[K+].[CH3:7][C:8]1[CH:13]=[C:12]([Br:14])[CH:11]=[C:10]([CH3:15])[C:9]=1[OH:16].[CH2:17](Cl)[C:18]1[CH:23]=[CH:22][CH:21]=[CH:20][CH:19]=1.O>CN(C=O)C>[CH2:17]([O:16][C:9]1[C:8]([CH3:7])=[CH:13][C:12]([Br:14])=[CH:11][C:10]=1[CH3:15])[C:18]1[CH:23]=[CH:22][CH:21]=[CH:20][CH:19]=1 |f:0.1.2|. Reported procedure: 39.9 g (286 mmol) K2CO3 were added to a solution of 50.0 g (249 mmol) 2,6-dimethyl-4-bromophenol in 500 mL DMF and stirred for 20 min. Then 34.0 mL (286 mmol) benzylchloride were slowly added dropwise and the reaction mixture was stirred for 3 h at 100° C. bath temperature. After the reaction had ended the mixture was poured onto 500 mL water and exhaustively extracted with EtOAc. The organic phases were combined, dried over Na2SO4 and evaporated down i. vac. Starting materials: Cl (HCl), CN(C)C=O (DMF), ClC=1C=[N+](C=C(C1C[C@H](O)C1=CC(=C(C=C1)OC(F)F)OCC1CC1)Cl)[O-] ((S)-3,5-dichloro-4-(2-(3-(cyclopropylmethoxy)-4-(difluoromethoxy)phenyl)-2-hydroxyethyl)pyridine 1-oxide), C1(=CC=CC=C1)[C@@H](C=1C=C(OCC2=CC=C(C=C2)S(=O)(=O)N2[C@@H](CCC2)C(=O)OC)C=CC1)NC(=O)O[C@H]1CN2CCC1CC2 ((S)-methyl 1-((4-((3-((S)-phenyl((((R)-quinuclidin-3-yloxy)carbonyl)amino)methyl)phenoxy)methyl)phenyl)sulfonyl)pyrrolidine-2-carboxylate), [Li+].[OH-] (LiOH), Cl.CN(CCCN=C=NCC)C (N-(3-dimethylaminopropyl)-N′-ethylcarbodiimide hydrochloride). Reagents/catalysts: CN(C1=CC=NC=C1)C (4-(dimethylamino)-pyridine). Run in C1CCOC1 (THF), CO (MeOH). Reaction conditions: temperature 0 celsius, time 16 hour. Yields the product C(=O)O.C1(CC1)COC=1C=C(C=CC1OC(F)F)[C@H](CC1=C(C=[N+](C=C1Cl)[O-])Cl)OC(=O)[C@H]1N(CCC1)S(=O)(=O)C1=CC=C(C=C1)COC1=CC(=CC=C1)[C@@H](NC(=O)O[C@H]1CN2CCC1CC2)C2=CC=CC=C2 ([(1S)-1-[3-(cyclopropylmethoxy)-4-(difluoromethoxy)phenyl]-2-(3,5-dichloro-1-oxido-pyridin-1-ium-4-yl)ethyl](2S)-1-[4-[[3-[(S)-phenyl-[[(3R)-quinuclidin-3-yl]oxycarbonylamino]methyl]phenoxy]methyl]phenyl]sulfonylpyrrolidine-2-carboxylate formate). The yield is 23.4%. As a reaction SMILES: [C:1]1([C@H:7]([NH:34][C:35]([O:37][C@@H:38]2[CH:43]3[CH2:44][CH2:45][N:40]([CH2:41][CH2:42]3)[CH2:39]2)=[O:36])[C:8]2[CH:9]=[C:10]([CH:31]=[CH:32][CH:33]=2)[O:11][CH2:12][C:13]2[CH:18]=[CH:17][C:16]([S:19]([N:22]3[CH2:26][CH2:25][CH2:24][C@H:23]3[C:27]([O:29]C)=[O:28])(=[O:21])=[O:20])=[CH:15][CH:14]=2)[CH:6]=[CH:5][CH:4]=[CH:3][CH:2]=1.[Li+].[OH-].Cl.CN(C=O)C.[Cl:54][C:55]1[CH:56]=[N+:57]([O-:80])[CH:58]=[C:59]([Cl:79])[C:60]=1[CH2:61][C@@H:62]([C:64]1[CH:69]=[CH:68][C:67]([O:70][CH:71]([F:73])[F:72])=[C:66]([O:74][CH2:75][CH:76]2[CH2:78][CH2:77]2)[CH:65]=1)[OH:63].Cl.CN(C)CCCN=C=NCC>C1COCC1.CO.CN(C)C1C=CN=CC=1>[CH:27]([OH:29])=[O:28].[CH:76]1([CH2:75][O:74][C:66]2[CH:65]=[C:64]([C@@H:62]([O:63][C:27]([C@@H:23]3[CH2:24][CH2:25][CH2:26][N:22]3[S:19]([C:16]3[CH:17]=[CH:18][C:13]([CH2:12][O:11][C:10]4[CH:31]=[CH:32][CH:33]=[C:8]([C@H:7]([C:1]5[CH:6]=[CH:5][CH:4]=[CH:3][CH:2]=5)[NH:34][C:35]([O:37][C@@H:38]5[CH:43]6[CH2:42][CH2:41][N:40]([CH2:45][CH2:44]6)[CH2:39]5)=[O:36])[CH:9]=4)=[CH:14][CH:15]=3)(=[O:20])=[O:21])=[O:28])[CH2:61][C:60]3[C:59]([Cl:79])=[CH:58][N+:57]([O-:80])=[CH:56][C:55]=3[Cl:54])[CH:69]=[CH:68][C:67]=2[O:70][CH:71]([F:73])[F:72])[CH2:78][CH2:77]1 |f:1.2,6.7,11.12|. Procedure details: To a solution of (S)-methyl 1-((4-((3-((S)-phenyl((((R)-quinuclidin-3-yloxy)carbonyl)amino)methyl)phenoxy)methyl)phenyl)sulfonyl)pyrrolidine-2-carboxylate (I35, 576 mg, 0.91 mmol) in THF (4 mL) and MeOH (4 mL) was added an aqueous solution of LiOH (1 N, 1.8 mL, 1.8 mmol) at room temperature. The resulting mixture was stirred for 16 h before being cooled to 0° C. and acidified with 2 N HCl to pH 2. The resulting mixture was then concentrated in vacuo and azeotroped to dryness with toluene. The re...